This data is from the Open Reaction Database (ORD), a public repository of structured organic reaction records. The task is: describe an organic reaction: reactants, conditions, products, and yield The reactants are [Cl-].[NH4+] (ammonium chloride), ice, C(C1=CC=CC=C1)NC1CCCC2=C(C1)C=C(C=C2)O (8-benzylamino-6,7,8,9-tetrahydro-5H-benzocyclohepten-2-ol), [H-].[Na+] (sodium hydride), BrCC(=O)OCC (ethyl bromoacetate). The reagents and catalysts are [Br-].C(CCC)[N+](CCCC)(CCCC)CCCC (tetra-n-butylammonium bromide). The solvent is C1(=CC=CC=C1)C (toluene), C1(=CC=CC=C1)C (toluene). Reaction conditions: temperature 70 celsius, time 1 hour. Yields the product C(C1=CC=CC=C1)NC1CC2=C(CCC1)C=CC(=C2)OCC(=O)OCC (N-benzyl-3-ethoxycarbonylmethoxy-6,7,8,9-tetrahydro-5H-benzocyclohepten-6-amine). As a reaction SMILES: [CH2:1]([NH:8][CH:9]1[CH2:15][C:14]2[CH:16]=[C:17]([OH:20])[CH:18]=[CH:19][C:13]=2[CH2:12][CH2:11][CH2:10]1)[C:2]1[CH:7]=[CH:6][CH:5]=[CH:4][CH:3]=1.[H-].[Na+].Br[CH2:24][C:25]([O:27][CH2:28][CH3:29])=[O:26].[Cl-].[NH4+]>C1(C)C=CC=CC=1.[Br-].C([N+](CCCC)(CCCC)CCCC)CCC>[CH2:1]([NH:8][CH:9]1[CH2:10][CH2:11][CH2:12][C:13]2[CH:19]=[CH:18][C:17]([O:20][CH2:24][C:25]([O:27][CH2:28][CH3:29])=[O:26])=[CH:16][C:14]=2[CH2:15]1)[C:2]1[CH:3]=[CH:4][CH:5]=[CH:6][CH:7]=1 |f:1.2,4.5,7.8|. Procedure details: To an ice-cooled solution of 8-benzylamino-6,7,8,9-tetrahydro-5H-benzocyclohepten-2-ol (1.7 g) in toluene (56 ml) was added portionwise sodium hydride (60% dispersion in mineral oil; 0.31 g). After the addition was complete, the mixture was stirred at 70° C. for 1 hour. After cooling, a mixture of ethyl bromoacetate (0.81 ml) and tetra-n-butylammonium bromide (0.10 g) in toluene (14 ml) was added, and the mixture was stirred at 70° C. for 4 hours. After cooling, the reaction mixture was poured i... Reactants: C1(CC1)N1C=C(C(C2=CC(=C(C=C12)N1CC(NCC1)C)F)=O)C(=O)O (1-cyclopropyl-6-fluoro-1,4-dihydro-4-oxo-7-(3-methyl-1-piperazinyl)-3-quinolinecarboxylic acid), C(C=C)#N (acrylonitrile). Product: C(#N)CCN1C(CN(CC1)C1=C(C=C2C(C(=CN(C2=C1)C1CC1)C(=O)O)=O)F)C (7-[4-(2-cyanoethyl)-3-methyl-1-piperazinyl]-1-cyclopropyl-6-fluoro-1,4-dihydro-4-oxo-3-quinolinecarboxylic acid). Isolated yield 75.4%. RXN SMILES: [CH:1]1([N:4]2[C:13]3[C:8](=[CH:9][C:10]([F:21])=[C:11]([N:14]4[CH2:19][CH2:18][NH:17][CH:16]([CH3:20])[CH2:15]4)[CH:12]=3)[C:7](=[O:22])[C:6]([C:23]([OH:25])=[O:24])=[CH:5]2)[CH2:3][CH2:2]1.[C:26](#[N:29])[CH:27]=[CH2:28]>>[C:26]([CH2:27][CH2:28][N:17]1[CH2:18][CH2:19][N:14]([C:11]2[CH:12]=[C:13]3[C:8]([C:7](=[O:22])[C:6]([C:23]([OH:25])=[O:24])=[CH:5][N:4]3[CH:1]3[CH2:2][CH2:3]3)=[CH:9][C:10]=2[F:21])[CH2:15][CH:16]1[CH3:20])#[N:29]. Procedure details: Analogously to Example 9, 3.45 g of 1-cyclopropyl-6-fluoro-1,4-dihydro-4-oxo-7-(3-methyl-1-piperazinyl)-3-quinolinecarboxylic acid (Example B) are reacted with 4.5 g of acrylonitrile to give 3 g of 7-[4-(2-cyanoethyl)-3-methyl-1-piperazinyl]-1-cyclopropyl-6-fluoro-1,4-dihydro-4-oxo-3-quinolinecarboxylic acid of melting point 203°-206° C. Reactants: COC1=C(OC)C(=O)C(Cc2ccc(OC(C)=O)c(C(=O)Nc3cc(C(F)(F)F)cc(C(F)(F)F)c3)c2)=C(C)C1=O, CO, [Na+], O, O=C([O-])O. Yields the product COC1=C(OC)C(=O)C(Cc2ccc(O)c(C(=O)Nc3cc(C(F)(F)F)cc(C(F)(F)F)c3)c2)=C(C)C1=O. RXN SMILES: [CH3:1][O:2][C:3]1=[C:8]([O:9][CH3:10])[C:7](=[O:11])[C:6]([CH2:12][c:13]2[cH:14][cH:15][c:16]([O:36][C:37](=[O:38])[CH3:39])[c:17]([C:18](=[O:19])[NH:20][c:21]3[cH:22][c:23]([C:31]([F:32])([F:33])[F:34])[cH:24][c:25]([C:27]([F:28])([F:29])[F:30])[cH:26]3)[cH:35]2)=[C:5]([CH3:40])[C:4]1=[O:41].[CH3:47][OH:48].[Na+:42].[OH2:49].[OH:43][C:44](=[O:45])[O-:46]>>[CH3:1][O:2][C:3]1=[C:8]([O:9][CH3:10])[C:7](=[O:11])[C:6]([CH2:12][c:13]2[cH:14][cH:15][c:16]([OH:36])[c:17]([C:18](=[O:19])[NH:20][c:21]3[cH:22][c:23]([C:31]([F:32])([F:33])[F:34])[cH:24][c:25]([C:27]([F:28])([F:29])[F:30])[cH:26]3)[cH:35]2)=[C:5]([CH3:40])[C:4]1=[O:41]. The reactants are [BH4-], CC(=O)c1ccc(-c2coc3ccc(-c4nnc(C)o4)cc23)cc1, CCO, [Na+]. The product is Cc1nnc(-c2ccc3occ(-c4ccc(C(C)O)cc4)c3c2)o1. RXN SMILES: [BH4-:25].[CH3:1][c:2]1[n:3][n:4][c:5](-[c:7]2[cH:8][cH:9][c:10]3[c:11]([c:12](-[c:15]4[cH:16][cH:17][c:18]([C:21]([CH3:22])=[O:23])[cH:19][cH:20]4)[cH:13][o:14]3)[cH:24]2)[o:6]1.[CH3:27][CH2:28][OH:29].[Na+:26]>>[CH3:1][c:2]1[n:3][n:4][c:5](-[c:7]2[cH:8][cH:9][c:10]3[c:11]([c:12](-[c:15]4[cH:16][cH:17][c:18]([CH:21]([CH3:22])[OH:23])[cH:19][cH:20]4)[cH:13][o:14]3)[cH:24]2)[o:6]1. Product: O=C1CC(c2cccc(Cl)c2)Oc2ccc(Br)cc21. As a reaction SMILES: [Br:1][c:2]1[cH:3][cH:4][c:5]([OH:19])[c:6]([C:8]([CH:9]=[CH:10][c:11]2[cH:12][c:13]([Cl:17])[cH:14][cH:15][cH:16]2)=[O:18])[cH:7]1.[CH3:23][CH2:24][OH:25].[CH3:26][CH2:27][O:28][C:29]([CH3:30])=[O:31].[Na+:21].[OH-:20].[OH2:22]>>[Br:1][c:2]1[cH:3][cH:4][c:5]2[c:6]([cH:7]1)[C:8](=[O:18])[CH2:9][CH:10]([c:11]1[cH:12][c:13]([Cl:17])[cH:14][cH:15][cH:16]1)[O:19]2. The reactants are O=C(C=Cc1cccc(Cl)c1)c1cc(Br)ccc1O, CCO, CCOC(C)=O, [Na+], [OH-], O. Starting materials: CN(CCCCCCCl)C (6-dimethylaminohexyl chloride), ice water, OC1=CC=C(OC2=NC=CC=C2C(C2=CC=CS2)=O)C=C1 (2-(4-hydroxyphenoxy)-3-(2-thenoyl)pyridine), C([O-])([O-])=O.[K+].[K+] (potassium carbonate), [I-].[K+] (potassium iodide), C(C)(=O)OCC (ethyl acetate). Run in CN(C=O)C (dimethylformamide). Run at time 30 minute. Yields the product C(\C=C\C(=O)O)(=O)O.CN(CCCCCCOC1=CC=C(OC2=NC=CC=C2C(C2=CC=CS2)=O)C=C1)C (2-[4-(6-dimethylaminohexyloxy)phenoxy]-3-(2-thenoyl)pyridine fumarate). RXN SMILES: [OH:1][C:2]1[CH:21]=[CH:20][C:5]([O:6][C:7]2[C:12]([C:13](=[O:19])[C:14]3[S:18][CH:17]=[CH:16][CH:15]=3)=[CH:11][CH:10]=[CH:9][N:8]=2)=[CH:4][CH:3]=1.[C:22](=[O:25])([O-:24])[O-].[K+].[K+].[I-].[K+].[CH3:30][N:31]([CH3:39])[CH2:32][CH2:33][CH2:34][CH2:35][CH2:36][CH2:37]Cl.C(OCC)(=[O:42])C>CN(C)C=O>[C:13]([OH:19])(=[O:42])/[CH:14]=[CH:15]/[C:22]([OH:24])=[O:25].[CH3:30][N:31]([CH3:39])[CH2:32][CH2:33][CH2:34][CH2:35][CH2:36][CH2:37][O:1][C:2]1[CH:3]=[CH:4][C:5]([O:6][C:7]2[C:12]([C:13](=[O:19])[C:14]3[S:18][CH:17]=[CH:16][CH:15]=3)=[CH:11][CH:10]=[CH:9][N:8]=2)=[CH:20][CH:21]=1 |f:1.2.3,4.5,9.10|. Procedure details: To 50 ml of dimethylformamide are added 5 g of 2-(4-hydroxyphenoxy)-3-(2-thenoyl)pyridine, 3.5 g of potassium carbonate and 0.5 g of potassium iodide, and the mixture is stirred at room temperature for 30 minutes. Thereto is added 4.1 g of 6-dimethylaminohexyl chloride. The mixture is stirred at 50° C. for 7 hours. Then, the mixture is poured into ice-water, followed by addition of ethyl acetate thereto. The ethyl acetate layer is extracted with hydrochloric acid and the extract is rendered alka... The reactants are CC(C)OC(=O)/N=N/C(=O)OC(C)C (DIAD), COC(CCN1C(NC2=C1C=CC=C2)=O)=O (3-(2-oxo-2,3-dihydro-benzimidazol-1-yl)-propionic acid methyl ester), CC=1C=C2C(=CC=CN2C1C)CO ((2,3-Dimethyl-indolizin-8-yl)-methanol), C1(=CC=CC=C1)P(C1=CC=CC=C1)C1=CC=CC=C1 (triphenylphosphine). The solvent is C1CCOC1 (THF), [Al] (aluminum). Reaction conditions: time 5 minute. Product: COC(CCN1C(N(C2=C1C=CC=C2)CC2=CC=CN1C(=C(C=C21)C)C)=O)=O (3-[3-(2,3-Dimethyl-indolizin-8-ylmethyl)-2-oxo-2,3-dihydro-benzoimidazol-1-yl]-propionic acid methyl ester). RXN SMILES: [CH3:1][O:2][C:3](=[O:16])[CH2:4][CH2:5][N:6]1[C:10]2[CH:11]=[CH:12][CH:13]=[CH:14][C:9]=2[NH:8][C:7]1=[O:15].[CH3:17][C:18]1[CH:19]=[C:20]2[N:25]([C:26]=1[CH3:27])[CH:24]=[CH:23][CH:22]=[C:21]2[CH2:28]O.C1(P(C2C=CC=CC=2)C2C=CC=CC=2)C=CC=CC=1.CC(OC(/N=N/C(OC(C)C)=O)=O)C>C1COCC1.[Al]>[CH3:1][O:2][C:3](=[O:16])[CH2:4][CH2:5][N:6]1[C:10]2[CH:11]=[CH:12][CH:13]=[CH:14][C:9]=2[N:8]([CH2:28][C:21]2[C:20]3[N:25]([C:26]([CH3:27])=[C:18]([CH3:17])[CH:19]=3)[CH:24]=[CH:23][CH:22]=2)[C:7]1=[O:15]. Procedure: To a stirred solution of the 3-(2-oxo-2,3-dihydro-benzimidazol-1-yl)-propionic acid methyl ester (100 mg, 0.45 mmol) and (2,3-Dimethyl-indolizin-8-yl)-methanol (88 mg, 0.50 mmol) in THF (8 ml) was added triphenylphosphine (143 mg, 0.54 mmol) followed by DIAD (0.11 ml, 0.54 mmol, dropwise) at ambient temperature. After five minutes the reaction became dark brown and was consequently wrapped in aluminum foil. After stirring over night the reaction was treated with silica gel and concentrated. The ... Procedure: A solution of [3-({tert-butoxycarbonyl-[2-(2-hydroxy-phenyl)-ethyl]-amino}-methyl)-phenyl]-acetic acid methyl ester (560 mg) in anhydrous tetrahydrofuran (20 mL) was treated with lithium borohydride (62 mg) and the mixture was heated at 60° C. for 5 hours under nitrogen. The reaction mixture was cooled to room temperature and partitioned between ethyl acetate and saturated aqueous brine, the organic layer was separated, dried and the solvent evaporated under reduced pressure. The residue was pur... Reaction SMILES: C[O:2][C:3](=O)[CH2:4][C:5]1[CH:10]=[CH:9][CH:8]=[C:7]([CH2:11][N:12]([C:22]([O:24][C:25]([CH3:28])([CH3:27])[CH3:26])=[O:23])[CH2:13][CH2:14][C:15]2[CH:20]=[CH:19][CH:18]=[CH:17][C:16]=2[OH:21])[CH:6]=1.[BH4-].[Li+]>O1CCCC1>[C:25]([O:24][C:22](=[O:23])[N:12]([CH2:11][C:7]1[CH:8]=[CH:9][CH:10]=[C:5]([CH2:4][CH2:3][OH:2])[CH:6]=1)[CH2:13][CH2:14][C:15]1[CH:20]=[CH:19][CH:18]=[CH:17][C:16]=1[OH:21])([CH3:26])([CH3:28])[CH3:27] |f:1.2|. Reactants: COC(CC1=CC(=CC=C1)CN(CCC1=C(C=CC=C1)O)C(=O)OC(C)(C)C)=O ([3-({tert-butoxycarbonyl-[2-(2-hydroxy-phenyl)-ethyl]-amino}-methyl)-phenyl]-acetic acid methyl ester), [BH4-].[Li+] (lithium borohydride). The product is C(C)(C)(C)OC(N(CCC1=C(C=CC=C1)O)CC1=CC(=CC=C1)CCO)=O ([3-(2-Hydroxy-ethyl)-benzyl]-[2-(2-hydroxy-phenyl)-ethyl]-carbamic acid tert-butyl ester). The yield is 96.0%. Reaction conditions: temperature 60 celsius. The solvent is O1CCCC1 (tetrahydrofuran).